This data is from the Open Reaction Database (ORD), a public repository of structured organic reaction records. The task is: describe an organic reaction: reactants, conditions, products, and yield Reactants: C(C)C1=CC=C(C(=O)Cl)C=C1 (4-ethyl-benzoyl chloride), NC1=CC=C(C=C1)C(CCC(=O)OC)=O (4-(4-amino-phenyl)-4-oxo-butyric acid, methyl ester). Product: C(C)C1=CC=C(C(=O)NC2=CC=C(C=C2)C(CCC(=O)O)=O)C=C1 (4-[4-(4-ethyl-benzoylamino)-phenyl]-4-oxo-butyric acid). The yield is 28.3%. RXN SMILES: [CH2:1]([C:3]1[CH:11]=[CH:10][C:6]([C:7](Cl)=[O:8])=[CH:5][CH:4]=1)[CH3:2].[NH2:12][C:13]1[CH:18]=[CH:17][C:16]([C:19](=[O:26])[CH2:20][CH2:21][C:22]([O:24]C)=[O:23])=[CH:15][CH:14]=1>>[CH2:1]([C:3]1[CH:11]=[CH:10][C:6]([C:7]([NH:12][C:13]2[CH:14]=[CH:15][C:16]([C:19](=[O:26])[CH2:20][CH2:21][C:22]([OH:24])=[O:23])=[CH:17][CH:18]=2)=[O:8])=[CH:5][CH:4]=1)[CH3:2]. Procedure: In a manner similar to that described in Example 3, 4-ethyl-benzoyl chloride (0.057 g, 0.00034 mol) was allowed to react with 4-(4-amino-phenyl)-4-oxo-butyric acid, methyl ester (0.052 g, 0.00025 mol), and the resulting intermediate was hydrolyzed to give 0.023 g of 4-[4-(4-ethyl-benzoylamino)-phenyl]-4-oxo-butyric acid as an off-white solid; MS-(AP+) MH+326. Reactants: ClC=1C(=CC=2C(=NC=3N(C=C(C(C3C2)=O)C(=O)O)C)C1)F (8-chloro-7-fluoro-1-methyl-4-oxo-1,4-dihydro-benzo[b][1,8]naphthyridine-3-carboxylic acid), OCCN1CCNCC1 (1-(2-hydroxyethyl)-piperazine). Solvent: N1=CC=CC=C1 (pyridine). The product is FC1=CC=2C(=NC=3N(C=C(C(C3C2)=O)C(=O)O)C)C=C1N1CCN(CC1)CCO (7-fluoro-8-[4-(2-hydroxyethyl)-1-piperazinyl]-1-methyl-4-oxo-1,4-dihydro-benzo[b][1,8]naphthyridine-3-carboxylic acid). The yield is 52.7%. RXN SMILES: Cl[C:2]1[C:3]([F:21])=[CH:4][C:5]2[C:6]([CH:20]=1)=[N:7][C:8]1[N:9]([CH3:19])[CH:10]=[C:11]([C:16]([OH:18])=[O:17])[C:12](=[O:15])[C:13]=1[CH:14]=2.[OH:22][CH2:23][CH2:24][N:25]1[CH2:30][CH2:29][NH:28][CH2:27][CH2:26]1>N1C=CC=CC=1>[F:21][C:3]1[C:2]([N:28]2[CH2:29][CH2:30][N:25]([CH2:24][CH2:23][OH:22])[CH2:26][CH2:27]2)=[CH:20][C:6]2=[N:7][C:8]3[N:9]([CH3:19])[CH:10]=[C:11]([C:16]([OH:18])=[O:17])[C:12](=[O:15])[C:13]=3[CH:14]=[C:5]2[CH:4]=1. Reported procedure: 7-Fluoro-8-[4-(2-hydroxyethyl)-1-piperazinyl]-1-methyl-4-oxo-1,4-dihydro-benzo[b][1,8]naphthyridine-3-carboxylic acid is prepared under the conditions of Reference Example 1 but starting from 1.6 g of 8-chloro-7-fluoro-1-methyl-4-oxo-1,4-dihydro-benzo[b][1,8]naphthyridine-3-carboxylic acid and 6.8 g of 1-(2-hydroxyethyl)-piperazine in 16 cm3 of pyridine. After concentrating the reaction mixture to dryness under reduced pressure, the residue is taken up in 50 cm3 of water. The mixture is brought ... Reactants: CCO, COc1ccccc1N(CCCl)CCCl, NC1CCc2cc(O)ccc2C1. Yields the product COc1ccccc1N1CCN(C2CCc3cc(O)ccc3C2)CC1. As a reaction SMILES: [CH3:28][CH2:29][OH:30].[Cl:1][CH2:2][CH2:3][N:4]([c:5]1[c:6]([O:11][CH3:12])[cH:7][cH:8][cH:9][cH:10]1)[CH2:13][CH2:14][Cl:15].[NH2:16][CH:17]1[CH2:18][c:19]2[cH:20][cH:21][c:22]([OH:27])[cH:23][c:24]2[CH2:25][CH2:26]1>>[CH2:2]1[CH2:3][N:4]([c:5]2[c:6]([O:11][CH3:12])[cH:7][cH:8][cH:9][cH:10]2)[CH2:13][CH2:14][N:16]1[CH:17]1[CH2:18][c:19]2[cH:20][cH:21][c:22]([OH:27])[cH:23][c:24]2[CH2:25][CH2:26]1. Yields the product FC(C=1C=C(C=CC1)S(=O)(=O)N1C[C@H](CC1)ON)(F)F ((S)—O-(1-(3-(trifluoromethyl)phenylsulfonyl)pyrrolidin-3-yl)hydroxylamine). Reaction SMILES: [F:1][C:2]([F:30])([F:29])[C:3]1[CH:4]=[C:5]([S:9]([N:12]2[CH2:16][CH2:15][C@H:14]([O:17][N:18]3C(=O)C4C(=CC=CC=4)C3=O)[CH2:13]2)(=[O:11])=[O:10])[CH:6]=[CH:7][CH:8]=1.NN>C(O)C>[F:30][C:2]([F:1])([F:29])[C:3]1[CH:4]=[C:5]([S:9]([N:12]2[CH2:16][CH2:15][C@H:14]([O:17][NH2:18])[CH2:13]2)(=[O:11])=[O:10])[CH:6]=[CH:7][CH:8]=1. Procedure: A solution of (S)-2-(1-(3-(trifluoromethyl)phenylsulfonyl)pyrrolidin-3-yloxy)isoindoline-1,3-dione (3.74 g, 8.40 mmol) and hydrazine solution (0.373 g, 9.3 mmol) in ethanol (16 ml) was stirred at room temperature for 1 hour. The reaction mixture was concentrated in vacuo, the resulting solid was filtered off and washed with diethyl ether (30 ml), and the filtrate was concentrated in vacuo to give (S)—O-(1-(3-(trifluoromethyl)phenylsulfonyl)pyrrolidin-3-yl)hydroxylamine (2.37 g, 90%) as greenish ... Run in C(C)O (ethanol). Yield: 90.9%. The reactants are FC(C=1C=C(C=CC1)S(=O)(=O)N1C[C@H](CC1)ON1C(C2=CC=CC=C2C1=O)=O)(F)F ((S)-2-(1-(3-(trifluoromethyl)phenylsulfonyl)pyrrolidin-3-yloxy)isoindoline-1,3-dione), NN (hydrazine). Reactants: CN (methylamine), C(C)(=O)NCC1=C(C(=CC(=C1)C(C)(C)C)S(=O)(=O)Cl)O (2-acetamidomethyl-6-chlorosulfonyl-4-(1,1-dimethylethyl)-phenol), ice water. Solvent: CC(=O)C (acetone). Reaction conditions: time 30 minute. Yields the product C(C)(=O)NCC1=C(C(=CC(=C1)C(C)(C)C)S(NC)(=O)=O)O (2-Acetamidomethyl-4-(1,1-dimethylethyl)-6-methylsulfamoylphenol). RXN SMILES: [C:1]([NH:4][CH2:5][C:6]1[CH:11]=[C:10]([C:12]([CH3:15])([CH3:14])[CH3:13])[CH:9]=[C:8]([S:16](Cl)(=[O:18])=[O:17])[C:7]=1[OH:20])(=[O:3])[CH3:2].[CH3:21][NH2:22]>CC(C)=O>[C:1]([NH:4][CH2:5][C:6]1[CH:11]=[C:10]([C:12]([CH3:15])([CH3:14])[CH3:13])[CH:9]=[C:8]([S:16](=[O:18])(=[O:17])[NH:22][CH3:21])[C:7]=1[OH:20])(=[O:3])[CH3:2]. Procedure: 9 g (0.028 mole) of 2-acetamidomethyl-6-chlorosulfonyl-4-(1,1-dimethylethyl)-phenol are dissolved in 100 ml of acetone, and 4.9 ml (0.056 mole) of 40% strength aqueous methylamine solution are added dropwise, while cooling with ice. The mixture is stirred for 30 minutes at room temperature and poured into ice water. Recrystallization from n-propanol gives white crystals of melting point 173°-174° C. The reactants are CCO, [Cl-], N#Cc1cc([N+](=O)[O-])ccc1Cl, [Na+], [OH-], O, O. Yields the product N#Cc1cc(N)ccc1Cl. As a reaction SMILES: [CH3:18][CH2:19][OH:20].[Cl-:15].[Cl:1][c:2]1[c:3]([C:4]#[N:5])[cH:6][c:7]([N+:10]([O-:11])=[O:12])[cH:8][cH:9]1.[Na+:17].[OH-:16].[OH2:13].[OH2:14]>>[Cl:1][c:2]1[c:3]([C:4]#[N:5])[cH:6][c:7]([NH2:10])[cH:8][cH:9]1.